Dataset: the Open Reaction Database (ORD), a public repository of structured organic reaction records. Task: describe an organic reaction: reactants, conditions, products, and yield The reactants are O=N[O-], Nc1cc(C(=O)CCC(=O)O)ccc1F, [Na+], O=S(=O)(O)O. Product: O=C(O)CCC(=O)c1ccc(F)c(O)c1. RXN SMILES: [N:16](=[O:17])[O-:18].[NH2:1][c:2]1[cH:3][c:4]([C:5](=[O:6])[CH2:7][CH2:8][C:9](=[O:10])[OH:11])[cH:12][cH:13][c:14]1[F:15].[Na+:19].[S:20](=[O:21])(=[O:22])([OH:23])[OH:24]>>[c:2]1([OH:17])[cH:3][c:4]([C:5](=[O:6])[CH2:7][CH2:8][C:9](=[O:10])[OH:11])[cH:12][cH:13][c:14]1[F:15]. Conditions: time 8 hour. RXN SMILES: [CH3:1][C:2]1[CH:22]=[CH:21][C:5]2[N:6](S(C3C=CC(C)=CC=3)(=O)=O)[S:7](=[O:10])(=[O:9])[O:8][C:4]=2[CH:3]=1.[N-]=[N+]=[N-].[Na+]>C(#N)C>[CH3:1][C:2]1[CH:22]=[CH:21][C:5]2[NH:6][S:7](=[O:10])(=[O:9])[O:8][C:4]=2[CH:3]=1 |f:1.2|. Run in C(C)#N (acetonitrile). Yields the product CC1=CC2=C(NS(O2)(=O)=O)C=C1 (6-Methyl-3H-benzo[1,2,3]oxathiazole 2,2-dioxide). Reactants: CC1=CC2=C(N(S(O2)(=O)=O)S(=O)(=O)C2=CC=C(C=C2)C)C=C1 (6-Methyl-3-(toluene-4-sulfonyl)-3H-benzo[1,2,3]oxathiazole 2,2-dioxide), [N-]=[N+]=[N-].[Na+] (sodium azide). Procedure: 6-Methyl-3-(toluene-4-sulfonyl)-3H-benzo[1,2,3]oxathiazole 2,2-dioxide (100 mg, 0.295 mmol) is dissolved in acetonitrile (5 ml). A solution of sodium azide (of 20 mg, 0.29 mmol of sodium azide in 1 ml of H2O) is added to this solution, and the mixture is stirred at RT overnight. The mixture is then stirred at 60° C. for 1 h, the solvent is distilled off under reduced pressure and the residue is purified by RP chromatography. Reactants: CC(C)(C)OC(=O)N1CCCC(COc2nc3ccccc3s2)C1, ClCCl, O=C(O)C(F)(F)F. The product is c1ccc2sc(OCC3CCCNC3)nc2c1. RXN SMILES: [C:8]([O:9][C:10](=[O:11])[N:15]1[CH2:16][CH:17]([CH2:21][O:22][c:23]2[s:24][c:25]3[c:26]([n:27]2)[cH:28][cH:29][cH:30][cH:31]3)[CH2:18][CH2:19][CH2:20]1)([CH3:12])([CH3:13])[CH3:14].[Cl:32][CH2:33][Cl:34].[OH:1][C:2]([C:3]([F:4])([F:5])[F:6])=[O:7]>>[NH:15]1[CH2:16][CH:17]([CH2:21][O:22][c:23]2[s:24][c:25]3[c:26]([n:27]2)[cH:28][cH:29][cH:30][cH:31]3)[CH2:18][CH2:19][CH2:20]1. Reactants: Clc1ccc(I)cn1, CC(C)(C)OC(=O)N1CC2CCNC2C1. Yields the product CC(C)(C)OC(=O)N1CC2CCN(c3ccc(Cl)nc3)C2C1. Reaction SMILES: [Cl:16][c:17]1[n:18][cH:19][c:20]([I:23])[cH:21][cH:22]1.[NH:1]1[CH:2]2[CH:3]([CH2:4][CH2:5]1)[CH2:6][N:7]([C:9](=[O:10])[O:11][C:12]([CH3:13])([CH3:14])[CH3:15])[CH2:8]2>>[N:1]1([c:20]2[cH:19][n:18][c:17]([Cl:16])[cH:22][cH:21]2)[CH:2]2[CH:3]([CH2:4][CH2:5]1)[CH2:6][N:7]([C:9](=[O:10])[O:11][C:12]([CH3:13])([CH3:14])[CH3:15])[CH2:8]2. As a reaction SMILES: [Br:1][CH2:2][CH2:3][O:4][c:5]1[cH:6][cH:7][c:8]([C:9](=[O:10])[OH:11])[cH:12][cH:13]1.[CH3:15][S:16](=[O:17])(=[O:18])[O:19][c:20]1[cH:21][cH:22][c:23]2[c:24]([s:25][c:26](-[c:28]3[cH:29][cH:30][c:31]([O:34][S:35](=[O:36])(=[O:37])[CH3:38])[cH:32][cH:33]3)[cH:27]2)[cH:39]1.[CH:48]([Cl:49])([Cl:50])[Cl:51].[Cl-:14].[Cl:52][CH2:53][Cl:54].[OH:40][S:41]([C:42]([F:43])([F:44])[F:45])(=[O:46])=[O:47]>>[Br:1][CH2:2][CH2:3][O:4][c:5]1[cH:6][cH:7][c:8]([C:9](=[O:11])[c:27]2[c:23]3[cH:22][cH:21][c:20]([O:19][S:16]([CH3:15])(=[O:17])=[O:18])[cH:39][c:24]3[s:25][c:26]2-[c:28]2[cH:29][cH:30][c:31]([O:34][S:35](=[O:36])(=[O:37])[CH3:38])[cH:32][cH:33]2)[cH:12][cH:13]1. Reactants: O=C(O)c1ccc(OCCBr)cc1, CS(=O)(=O)Oc1ccc(-c2cc3ccc(OS(C)(=O)=O)cc3s2)cc1, ClC(Cl)Cl, [Cl-], ClCCl, O=S(=O)(O)C(F)(F)F. Yields the product CS(=O)(=O)Oc1ccc(-c2sc3cc(OS(C)(=O)=O)ccc3c2C(=O)c2ccc(OCCBr)cc2)cc1. Starting materials: CS(=O)(=O)CCC1C=CN(C(=O)c2ccc(NC(=O)c3ccccc3-c3ccccc3)cc2)c2ccccc2S1, CN(C)C=O, N#C[Na]. Yields the product N#CCCC1C=CN(C(=O)c2ccc(NC(=O)c3ccccc3-c3ccccc3)cc2)c2ccccc2S1. As a reaction SMILES: [CH3:1][S:2](=[O:3])(=[O:4])[CH2:5][CH2:6][CH:7]1[S:8][c:9]2[c:10]([cH:37][cH:38][cH:39][cH:40]2)[N:11]([C:14]([c:15]2[cH:16][cH:17][c:18]([NH:21][C:22]([c:23]3[c:24](-[c:29]4[cH:30][cH:31][cH:32][cH:33][cH:34]4)[cH:25][cH:26][cH:27][cH:28]3)=[O:35])[cH:19][cH:20]2)=[O:36])[CH:12]=[CH:13]1.[CH3:44][N:45]([CH3:46])[CH:47]=[O:48].[Na:41][C:42]#[N:43]>>[CH2:5]([CH2:6][CH:7]1[S:8][c:9]2[c:10]([cH:37][cH:38][cH:39][cH:40]2)[N:11]([C:14]([c:15]2[cH:16][cH:17][c:18]([NH:21][C:22]([c:23]3[c:24](-[c:29]4[cH:30][cH:31][cH:32][cH:33][cH:34]4)[cH:25][cH:26][cH:27][cH:28]3)=[O:35])[cH:19][cH:20]2)=[O:36])[CH:12]=[CH:13]1)[C:42]#[N:43]. Reactants: C(O)([O-])=O.[Na+] (sodium hydrogencarbonate), C1(=CC=CC=C1)P(C1=CC=CC=C1)(C1=CC=CC=C1)=O (triphenylphosphine oxide), FC(S(=O)(=O)OS(=O)(=O)C(F)(F)F)(F)F (trifluoromethanesulfonic anhydride), FC=1C=C2C=C(NC2=C(C1)N(S(=O)(=O)C=1SC=CC1)C)C(=O)NCCSC(C1=CC=CC=C1)(C1=CC=CC=C1)C1=CC=CC=C1 (5-fluoro-7-[methyl(2-thienylsulfonyl)amino]-N-[2-(tritylthio)ethyl]-1H-indole-2-carboxamide). The solvent is ClCCl (dichloromethane). Conditions: time 15 minute. The product is S1C(=NCC1)C=1NC2=C(C=C(C=C2C1)F)N(S(=O)(=O)C=1SC=CC1)C (N-[2-(4,5-Dihydro-1,3-thiazol-2-yl)-5-fluoro-1H-indol-7-yl]-N-methylthiophene-2-sulfonamide). The yield is 74.4%. Reaction SMILES: C1(P(=O)(C2C=CC=CC=2)C2C=CC=CC=2)C=CC=CC=1.FC(F)(F)S(OS(C(F)(F)F)(=O)=O)(=O)=O.[F:36][C:37]1[CH:38]=[C:39]2[C:43](=[C:44]([N:46]([CH3:55])[S:47]([C:50]3[S:51][CH:52]=[CH:53][CH:54]=3)(=[O:49])=[O:48])[CH:45]=1)[NH:42][C:41]([C:56]([NH:58][CH2:59][CH2:60][S:61]C(C1C=CC=CC=1)(C1C=CC=CC=1)C1C=CC=CC=1)=O)=[CH:40]2.C(=O)([O-])O.[Na+]>ClCCl>[S:61]1[CH2:60][CH2:59][N:58]=[C:56]1[C:41]1[NH:42][C:43]2[C:39]([CH:40]=1)=[CH:38][C:37]([F:36])=[CH:45][C:44]=2[N:46]([CH3:55])[S:47]([C:50]1[S:51][CH:52]=[CH:53][CH:54]=1)(=[O:49])=[O:48] |f:3.4|. Procedure: A mixture of triphenylphosphine oxide (522 mg), trifluoromethanesulfonic anhydride (0.158 mL), and dichloromethane (10 mL) was stirred for 15 min under ice-cooling. Then, 5-fluoro-7-[methyl(2-thienylsulfonyl)amino]-N-[2-(tritylthio)ethyl]-1H-indole-2-carboxamide (205 mg) was added, and the mixture was stirred for 3 hr under ice-cooling. The reaction solution was poured into aqueous sodium hydrogencarbonate solution and extracted with dichloromethane. The aqueous layer was extracted with dichloro...